This data is from the Open Reaction Database (ORD), a public repository of structured organic reaction records. The task is: describe an organic reaction: reactants, conditions, products, and yield Reactants: OC1CCN(CCCCl)CC1, [K+], [K+], N#CC1(c2ccc(OCCCN3CCCC3)cc2)CCOCC1, O=C([O-])[O-], CN(C)C=O. Product: N#CC1(c2ccc(OCCCN3CCC(O)CC3)cc2)CCOCC1. Reaction SMILES: [Cl:24][CH2:25][CH2:26][CH2:27][N:28]1[CH2:29][CH2:30][CH:31]([OH:34])[CH2:32][CH2:33]1.[K+:35].[K+:36].[N:1]1([CH2:2][CH2:3][CH2:4][O:9][c:10]2[cH:11][cH:12][c:13]([C:16]3([C:22]#[N:23])[CH2:17][CH2:18][O:19][CH2:20][CH2:21]3)[cH:14][cH:15]2)[CH2:5][CH2:6][CH2:7][CH2:8]1.[O-:37][C:38]([O-:39])=[O:40].[O:41]=[CH:42][N:43]([CH3:44])[CH3:45]>>[O:9]([c:10]1[cH:11][cH:12][c:13]([C:16]2([C:22]#[N:23])[CH2:17][CH2:18][O:19][CH2:20][CH2:21]2)[cH:14][cH:15]1)[CH2:25][CH2:26][CH2:27][N:28]1[CH2:29][CH2:30][CH:31]([OH:34])[CH2:32][CH2:33]1. The reactants are OBO, O=C([O-])[O-], COC(=O)c1cc(Br)cc(C)c1N(Cc1cccnc1)S(=O)(=O)c1ccc(OC)cc1, CCOC(C)=O, O=Cc1ccccc1, [Na+], [Na+], c1ccc(P(c2ccccc2)(c2ccccc2)[Pd](P(c2ccccc2)(c2ccccc2)c2ccccc2)(P(c2ccccc2)(c2ccccc2)c2ccccc2)P(c2ccccc2)(c2ccccc2)c2ccccc2)cc1. Yields the product COC(=O)c1cc(-c2ccccc2C=O)cc(C)c1N(Cc1cccnc1)S(=O)(=O)c1ccc(OC)cc1. RXN SMILES: [BH:32]([OH:33])[OH:34].[C:43](=[O:44])([O-:45])[O-:46].[CH3:1][O:2][C:3]([c:4]1[c:5]([N:12]([CH2:13][c:14]2[cH:15][n:16][cH:17][cH:18][cH:19]2)[S:20](=[O:21])(=[O:22])[c:23]2[cH:24][cH:25][c:26]([O:29][CH3:30])[cH:27][cH:28]2)[c:6]([CH3:11])[cH:7][c:8]([Br:10])[cH:9]1)=[O:31].[CH3:49][CH2:50][O:51][C:52](=[O:53])[CH3:54].[CH:35](=[O:36])[c:37]1[cH:38][cH:39][cH:40][cH:41][cH:42]1.[Na+:47].[Na+:48].[cH:55]1[cH:56][cH:57][c:58]([P:59]([Pd:60]([P:61]([c:62]2[cH:63][cH:64][cH:65][cH:66][cH:67]2)([c:68]2[cH:69][cH:70][cH:71][cH:72][cH:73]2)[c:74]2[cH:75][cH:76][cH:77][cH:78][cH:79]2)([P:80]([c:81]2[cH:82][cH:83][cH:84][cH:85][cH:86]2)([c:87]2[cH:88][cH:89][cH:90][cH:91][cH:92]2)[c:93]2[cH:94][cH:95][cH:96][cH:97][cH:98]2)[P:99]([c:100]2[cH:101][cH:102][cH:103][cH:104][cH:105]2)([c:106]2[cH:107][cH:108][cH:109][cH:110][cH:111]2)[c:112]2[cH:113][cH:114][cH:115][cH:116][cH:117]2)([c:118]2[cH:119][cH:120][cH:121][cH:122][cH:123]2)[c:124]2[cH:125][cH:126][cH:127][cH:128][cH:129]2)[cH:130][cH:131]1>>[CH3:1][O:2][C:3]([c:4]1[c:5]([N:12]([CH2:13][c:14]2[cH:15][n:16][cH:17][cH:18][cH:19]2)[S:20](=[O:21])(=[O:22])[c:23]2[cH:24][cH:25][c:26]([O:29][CH3:30])[cH:27][cH:28]2)[c:6]([CH3:11])[cH:7][c:8](-[c:38]2[c:37]([CH:35]=[O:36])[cH:42][cH:41][cH:40][cH:39]2)[cH:9]1)=[O:31]. Starting materials: C=CCOC1CC(NCC(O)C(Cc2ccccc2)NC(=O)C(CC=C)N2CCC(CC(C)C)C2=O)c2cc(OC)ccc21, ClCCl. The product is COc1ccc2c(c1)C1CC2OCC=CCC(N2CCC(CC(C)C)C2=O)C(=O)NC(Cc2ccccc2)C(O)CN1. Reaction SMILES: [CH2:1]([CH:2]=[CH2:3])[O:4][CH:5]1[CH2:6][CH:7]([NH:16][CH2:17][CH:18]([CH:19]([CH2:20][c:21]2[cH:22][cH:23][cH:24][cH:25][cH:26]2)[NH:27][C:28]([CH:29]([CH2:30][CH:31]=[CH2:32])[N:33]2[C:34](=[O:42])[CH:35]([CH2:38][CH:39]([CH3:40])[CH3:41])[CH2:36][CH2:37]2)=[O:43])[OH:44])[c:8]2[cH:9][c:10]([O:14][CH3:15])[cH:11][cH:12][c:13]21.[Cl:45][CH2:46][Cl:47]>>[CH2:1]1[O:4][CH:5]2[CH2:6][CH:7]([c:8]3[cH:9][c:10]([O:14][CH3:15])[cH:11][cH:12][c:13]32)[NH:16][CH2:17][CH:18]([OH:44])[CH:19]([CH2:20][c:21]2[cH:22][cH:23][cH:24][cH:25][cH:26]2)[NH:27][C:28](=[O:43])[CH:29]([N:33]2[C:34](=[O:42])[CH:35]([CH2:38][CH:39]([CH3:40])[CH3:41])[CH2:36][CH2:37]2)[CH2:30][CH:31]=[CH:32]1. The reactants are N1CCNCC1 (piperazine), ClC1=CC=C2C=CC(=NC2=N1)N1C(C2=CC=CC=C2C1OC(=O)OC1=CC=CC=C1)=O (2-(7-chloro-1,8-naphthyridin-2-yl)-3-phenoxycarbonyloxy-isoindolin-1-one), C(C)(C)OC(C)C (diisopropyl ether). The solvent is C(C)#N (acetonitrile). Yields the product ClC1=CC=C2C=CC(=NC2=N1)N1C(C2=CC=CC=C2C1OC(=O)N1CCNCC1)=O (2-(7-chloro-1,8-naphthyridin-2-yl)-3-(piperazin-1-yl)carbonyloxy-isoindolin-1-one). Yield: 47.0%. As a reaction SMILES: [NH:1]1[CH2:6][CH2:5][NH:4][CH2:3][CH2:2]1.[Cl:7][C:8]1[N:17]=[C:16]2[C:11]([CH:12]=[CH:13][C:14]([N:18]3[CH:26]([O:27][C:28](OC4C=CC=CC=4)=[O:29])[C:25]4[C:20](=[CH:21][CH:22]=[CH:23][CH:24]=4)[C:19]3=[O:37])=[N:15]2)=[CH:10][CH:9]=1.C(OC(C)C)(C)C>C(#N)C>[Cl:7][C:8]1[N:17]=[C:16]2[C:11]([CH:12]=[CH:13][C:14]([N:18]3[CH:26]([O:27][C:28]([N:1]4[CH2:6][CH2:5][NH:4][CH2:3][CH2:2]4)=[O:29])[C:25]4[C:20](=[CH:21][CH:22]=[CH:23][CH:24]=4)[C:19]3=[O:37])=[N:15]2)=[CH:10][CH:9]=1. Reported procedure: Anhydrous piperazine (5.15 g.) is added to a suspension of 2-(7-chloro-1,8-naphthyridin-2-yl)-3-phenoxycarbonyloxy-isoindolin-1-one (5.2 g.) in acetonitrile (32 cc.). The reaction mixture is stirred for 1 hour at a temperature of about 20° C. and diisopropyl ether (150 cc.) is then added. The insoluble product is filtered off and washed with a mixture (20 cc.) of acetonitrile and diisopropyl ether (50--50 by volume) and then with diisopropyl ether (50 cc.). After recrystallisation of the product...